Dataset: the Open Reaction Database (ORD), a public repository of structured organic reaction records. Task: describe an organic reaction: reactants, conditions, products, and yield The reactants are O=C[C@H](O)[C@@H](O)[C@@H](O)[C@H](O)CO (D-galactose), C(CCC)N (n-butylamine), ClCCN=C=O (2-chloroethyl isocyanate). Yields the product ClCCNC(=O)N(C1[C@H](O)[C@@H](O)[C@@H](O)[C@H](O1)CO)CCCC (1-(2-chloroethyl)-3-n-butyl-3-D-galactopyranosylurea). The yield is 76.4%. As a reaction SMILES: O=[CH:2][C@@H:3]([C@H:5]([C@H:7]([C@@H:9]([CH2:11][OH:12])[OH:10])[OH:8])[OH:6])[OH:4].[CH2:13]([NH2:17])[CH2:14][CH2:15][CH3:16].[Cl:18][CH2:19][CH2:20][N:21]=[C:22]=[O:23]>>[Cl:18][CH2:19][CH2:20][NH:21][C:22]([N:17]([CH2:13][CH2:14][CH2:15][CH3:16])[CH:2]1[O:10][C@H:9]([CH2:11][OH:12])[C@H:7]([OH:8])[C@H:5]([OH:6])[C@H:3]1[OH:4])=[O:23]. Procedure: 3.6 g of D-galactose, 1.8 g of n-butylamine and 2.5 g of 2-chloroethyl isocyanate are treated in the same manner as described in Example 5-(1). 5.2 g of 1-(2-chloroethyl)-3-n-butyl-3-D-galactopyranosylurea are thereby obtained as colorless caramel. Reactants: BrC=1C(=C(C(=C(C1)F)F)C)F (3-bromo-2,5,6-trifluorotoluene), cupric cyanide, CN1C(CCC1)=O (N-methylpyrrolidone), ferric chloride, Cl (hydrochloric acid). Run in O (water). Run at time 4.5 hour. Yields the product FC1=C(C#N)C=C(C(=C1C)F)F (2,4,5-Trifluoro-3-methylbenzonitrile). As a reaction SMILES: Br[C:2]1[C:3]([F:11])=[C:4]([CH3:10])[C:5]([F:9])=[C:6]([F:8])[CH:7]=1.Cl.[CH3:13][N:14]1CCCC1=O>O>[F:11][C:3]1[C:4]([CH3:10])=[C:5]([F:9])[C:6]([F:8])=[CH:7][C:2]=1[C:13]#[N:14]. Procedure: A mixture of 3-bromo-2,5,6-trifluorotoluene (11.0 g) and cupric cyanide (5.3 g) in N-methylpyrrolidone (15 ml) was stirred at 150° to 160° C. in a sealed tube for 4.5 hours. After cooling, to the reacting mixture was added a solution of ferric chloride (20 g) and concentrated hydrochloric acid (5 ml) in water (30 ml) and stirred at 50° to 60° C. for 20 minutes. The reacting mixture was extracted with ether, the organic layer was washed with aqueous hydrochloric acid solution, water and saturated... The reactants are BrCC(=O)OCC (ethyl bromoacetate), C([O-])([O-])=O.[K+].[K+] (potassium carbonate), N1=CCC(C=C1)=O (4-pyridone). Run in CN(C)C=O (DMF). The product is C(C)OC(=O)CN1C=CC(C=C1)=O (1-ethoxycarbonylmethyl-4-pyridone). RXN SMILES: [N:1]1[CH:6]=[CH:5][C:4](=[O:7])[CH2:3][CH:2]=1.Br[CH2:9][C:10]([O:12][CH2:13][CH3:14])=[O:11].C(=O)([O-])[O-].[K+].[K+]>CN(C=O)C>[CH2:13]([O:12][C:10]([CH2:9][N:1]1[CH:2]=[CH:3][C:4](=[O:7])[CH:5]=[CH:6]1)=[O:11])[CH3:14] |f:2.3.4|. Procedure details: 14.25 g of 4-pyridone was dissolved in 250 ml of DMF, and 25 ml of ethyl bromoacetate and 31.1 g of potassium carbonate were added thereto and reacted for 2.5 hours at 60° C. After the reaction, the insoluble part was filtrated out, and the remaining filtrate solution was concentrated. The formed residue was purified with silicagel-column chromatography (chloroform/methanol=10/1-5/1), to obtain 22.8 g of 1-ethoxycarbonylmethyl-4-pyridone. This was dissolved in 400 ml of dimethoxyethane and 30 g ... Starting materials: OC(C)C1(OC(C=C1OC)OC)OC (2(1-hydroxy ethyl)-2,3,5-trimethoxy-2,5-dihydrofuran). The solvent is OS(=O)(=O)O (H2SO4). The product is CC1=C(C(=O)C=CO1)O (maltol). Reaction SMILES: O[CH:2]([C:4]1([O:13]C)[C:8]([O:9]C)=[CH:7][CH:6]([O:11]C)O1)[CH3:3]>OS(O)(=O)=O>[CH3:3][C:2]1[O:11][CH:6]=[CH:7][C:8](=[O:9])[C:4]=1[OH:13]. Procedure details: 2(1-hydroxy ethyl)-2,3,5-trimethoxy-2,5-dihydrofuran (2.30 g, 0.012 moles) was stirred at room temperature for 4 hours in 50 ml of 1 N H2SO4. Isolation as described in Example 9 gave 67% assayed yield of pure maltol. Reactants: solution, Cl (hydrogen chloride), N1(CCCCC1)NC([C@@H](NC(=O)OC(C)(C)C)CSCC)=O (S-ethyl-N-t-butyloxycarbonyl-L-cysteine piperidylamide). Run in C(C)(=O)OCC (ethyl acetate), C(C)(=O)OCC (ethyl acetate). Reaction conditions: time 3 hour. Product: Cl.N1(CCCCC1)NC([C@@H](N)CSCC)=O (S-ethyl-L-cysteine piperidylamide hydrochloride). Yield: 74.0%. As a reaction SMILES: [N:1]1([NH:7][C:8](=[O:22])[C@H:9]([CH2:18][S:19][CH2:20][CH3:21])[NH:10]C(OC(C)(C)C)=O)[CH2:6][CH2:5][CH2:4][CH2:3][CH2:2]1.[ClH:23]>C(OCC)(=O)C>[ClH:23].[N:1]1([NH:7][C:8](=[O:22])[C@H:9]([CH2:18][S:19][CH2:20][CH3:21])[NH2:10])[CH2:2][CH2:3][CH2:4][CH2:5][CH2:6]1 |f:3.4|. Procedure: In 50 ml of tetrahydrofuran was dissolved 5.46 g (21.9 mmole) of S-ethyl-N-t-butoxycarbonyl-L-cysteine and 3.05 ml (21.9 mmole) of triethylamine was added thereto. Upon cooling to -15° C., 2.87 ml (21.9 mmole) of isobutyl chloroformate was added dropwise and the mixture was stirred for 20 minutes at that temperature. Upon cooling to -30° C., a solution of 2.79 g (32.9 mmole) of piperidine in 5 ml of tetrahydrofuran was added in one portion and the mixture was stirred for 2.5 hours under ice cool... Reactants: C1(=CC=C(OC)C=C1)C(=O)CC1=CC=C(OC)C=C1 (Desoxyanisoin), Cl.NO (hydroxylamine hydrochloride), [OH-].[Na+] (sodium hydroxide). Run in CO (methanol), O (water), CO (Methanol). Conditions: time 15 minute. Yields the product C1(=CC=C(OC)C=C1)C(CC1=CC=C(OC)C=C1)=NO (Desoxyanisoin Oxime). The yield is 98.6%. RXN SMILES: [C:1]1([C:9]([CH2:11][C:12]2[CH:19]=[CH:18][C:15]([O:16][CH3:17])=[CH:14][CH:13]=2)=O)[CH:8]=[CH:7][C:4]([O:5][CH3:6])=[CH:3][CH:2]=1.Cl.[NH2:21][OH:22].[OH-].[Na+]>CO.O>[C:1]1([C:9](=[N:21][OH:22])[CH2:11][C:12]2[CH:19]=[CH:18][C:15]([O:16][CH3:17])=[CH:14][CH:13]=2)[CH:8]=[CH:7][C:4]([O:5][CH3:6])=[CH:3][CH:2]=1 |f:1.2,3.4|. Reported procedure: Desoxyanisoin (98%, 52.2 g., 0.2 mole) and hydroxylamine hydrochloride (15.3 g., 0.22 mole) are slurried in a mixture of methanol (300 ml) and water (200 ml) and sodium hydroxide (16 g., 0.4 mole) is added slowly. The mixture is stirred for 15 minutes, then placed in a hot water bath (70° C.) and stirred an additional hour. Methanol is then added to the hot mixture until solution is almost complete, the mixture is filtered and concentrated to remove most of the methanol, then cooled with the add... The reactants are CC(=O)OCC(F)=CC1(c2ccc3c(c2)OCO3)CC1, Fc1ccc(Br)cc1Oc1ccccc1, [Mg], C1CCOC1. Product: FC(=CC1(c2ccc3c(c2)OCO3)CC1)Cc1ccc(F)c(Oc2ccccc2)c1. RXN SMILES: [C:17]([O:18][CH2:21][C:22](=[CH:23][C:24]1([c:27]2[cH:28][c:29]3[c:30]([cH:31][cH:32]2)[O:33][CH2:34][O:35]3)[CH2:25][CH2:26]1)[F:36])(=[O:19])[CH3:20].[F:1][c:2]1[c:3]([O:9][c:10]2[cH:11][cH:12][cH:13][cH:14][cH:15]2)[cH:4][c:5]([Br:8])[cH:6][cH:7]1.[Mg:16].[O:37]1[CH2:38][CH2:39][CH2:40][CH2:41]1>>[F:1][c:2]1[c:3]([O:9][c:10]2[cH:11][cH:12][cH:13][cH:14][cH:15]2)[cH:4][c:5]([CH2:21][C:22](=[CH:23][C:24]2([c:27]3[cH:28][c:29]4[c:30]([cH:31][cH:32]3)[O:33][CH2:34][O:35]4)[CH2:25][CH2:26]2)[F:36])[cH:6][cH:7]1. The reactants are CC1=C(C(=O)C2=C(C1=O)N3C[C@H]4[C@@H]([C@@]3([C@@H]2COC(=O)N)OC)N4C)OC (N-methylmitomycin A), C(C=C)N (allylamine). Solvent: CO (methanol). Product: C(N)(O)=O.OCC1C2(N(C=3C(C(=C(C(C13)=O)NCC=C)C)=O)CC1C2N1C)OC (1,1a,2,8,8a,8b-Hexahydro-8-(hydroxymethyl)-8a-methoxy-1,5-dimethyl-6-allylamino-azirino[2',3':3,4]pyrrolo-[1,2-a]indole-4,7-dione carbamate). Isolated yield 68.9%. RXN SMILES: [CH3:1][C:2]1[C:8](=[O:9])[C:7]2[N:10]3[C@@:14]([O:21][CH3:22])([C@H:15]([CH2:16][O:17][C:18]([NH2:20])=[O:19])[C:6]=2[C:4](=[O:5])[C:3]=1OC)[C@H:13]1[N:23]([CH3:24])[C@H:12]1[CH2:11]3.[CH2:27]([NH2:30])[CH:28]=[CH2:29]>CO>[C:18](=[O:17])([OH:19])[NH2:20].[OH:17][CH2:16][CH:15]1[C:6]2[C:4](=[O:5])[C:3]([NH:30][CH2:27][CH:28]=[CH2:29])=[C:2]([CH3:1])[C:8](=[O:9])[C:7]=2[N:10]2[CH2:11][CH:12]3[N:23]([CH3:24])[CH:13]3[C:14]12[O:21][CH3:22] |f:3.4|. Reported procedure: To a solution of 100 mg (0.275 mmol) of N-methylmitomycin A in 15 ml of anhydrous methanol, 58 mg (1 mmol) of allylamine was added with stirring. The reaction mixture was stirred overnight, whereupon TLC indicated the absence of starting material. The solvent was then evaporated under reduced pressure and the residue was chromatographed using silica-gel as adsorbent. The fraction obtained by eluting the colum with ethyl acetate was evaporated to dryness. Recrystallization from a mixture of ethyl... Starting materials: Pt Pb, C([O-])([O-])=O.[Na+].[Na+] (sodium carbonate), Pt Pb, O=C[C@H](O)[C@@H](O)[C@H](O)[C@H](O)CO (D-glucose). Product: C([C@H]([C@H]([C@@H](C(=O)C(=O)O)O)O)O)O (2-keto-D-gluconic acid). Yield: 5.7%. As a reaction SMILES: [O:1]=[CH:2][C@@H:3]([C@H:5]([C@@H:7]([C@@H:9]([CH2:11][OH:12])[OH:10])[OH:8])[OH:6])[OH:4].C(=O)([O-])[O-:14].[Na+].[Na+]>>[CH2:11]([OH:12])[C@@H:9]([OH:10])[C@@H:7]([OH:8])[C@H:5]([OH:6])[C:3]([C:2]([OH:14])=[O:1])=[O:4] |f:1.2.3|. Reported procedure: The catalyst Pt/Pb/C with Pt/Pb ratio of 5/1.5 is used. The D-glucose solution (5% d.s.) is heated at 55° C., pH is brought to 8 by adding sodium carbonate and the procedure of example 1 is followed. Already in 28 minutes equimolar amounts of alkali are consumed and only 5.71% 2-keto-D-gluconic acid is formed.